describe an organic reaction: reactants, conditions, products, and yield From a dataset of the Open Reaction Database (ORD), a public repository of structured organic reaction records. The reactants are CCN=C=NCCCN(C)C, ClCCl, Cl, O=C(O)c1ccc(C(=O)Nc2nn(C(c3ccccc3)(c3ccccc3)c3ccccc3)c3ccc(S(=O)(=O)c4cc(F)cc(F)c4)cc23)cc1, C1CCN(C2CCNCC2)C1, On1nnc2ccccc21. The product is O=C(Nc1nn(C(c2ccccc2)(c2ccccc2)c2ccccc2)c2ccc(S(=O)(=O)c3cc(F)cc(F)c3)cc12)c1ccc(C(=O)N2CCC(N3CCCC3)CC2)cc1. As a reaction SMILES: [CH2:53]([N:54]=[C:55]=[N:56][CH2:57][CH2:58][CH2:59][N:60]([CH3:61])[CH3:62])[CH3:63].[Cl:85][CH2:86][Cl:87].[ClH:52].[F:1][c:2]1[cH:3][c:4]([S:9](=[O:10])(=[O:11])[c:12]2[cH:13][c:14]3[c:15]([NH:40][C:41]([c:42]4[cH:43][cH:44][c:45]([C:46](=[O:47])[OH:48])[cH:49][cH:50]4)=[O:51])[n:16][n:17]([C:21]([c:22]4[cH:23][cH:24][cH:25][cH:26][cH:27]4)([c:28]4[cH:29][cH:30][cH:31][cH:32][cH:33]4)[c:34]4[cH:35][cH:36][cH:37][cH:38][cH:39]4)[c:18]3[cH:19][cH:20]2)[cH:5][c:6]([F:8])[cH:7]1.[N:74]1([CH:79]2[CH2:80][CH2:81][NH:82][CH2:83][CH2:84]2)[CH2:75][CH2:76][CH2:77][CH2:78]1.[OH:64][n:65]1[c:66]2[cH:67][cH:68][cH:69][cH:70][c:71]2[n:72][n:73]1>>[F:1][c:2]1[cH:3][c:4]([S:9](=[O:10])(=[O:11])[c:12]2[cH:13][c:14]3[c:15]([NH:40][C:41]([c:42]4[cH:43][cH:44][c:45]([C:46](=[O:47])[N:82]5[CH2:81][CH2:80][CH:79]([N:74]6[CH2:75][CH2:76][CH2:77][CH2:78]6)[CH2:84][CH2:83]5)[cH:49][cH:50]4)=[O:51])[n:16][n:17]([C:21]([c:22]4[cH:23][cH:24][cH:25][cH:26][cH:27]4)([c:28]4[cH:29][cH:30][cH:31][cH:32][cH:33]4)[c:34]4[cH:35][cH:36][cH:37][cH:38][cH:39]4)[c:18]3[cH:19][cH:20]2)[cH:5][c:6]([F:8])[cH:7]1.